describe an organic reaction: reactants, conditions, products, and yield From a dataset of the Open Reaction Database (ORD), a public repository of structured organic reaction records. Reactants: BrC1C2=C(C(C(C3=C1C=CC=C3)=O)=O)C=CC=C2 (5-bromo-10,11-dihydro-[5H]-dibenzo (a,d) cycloheptene-10,11-dione), N (ammonia). Reaction conditions: temperature -40 celsius, time 1 hour. Product: OC12C(C3=C(C(C4=C1C=CC=C4)N2)C=CC=C3)=O (10-hydroxy-10,11-dihydro-5,10-imino-[5H]dibenzo (a,d) cycloheptene-11-one). As a reaction SMILES: Br[CH:2]1[C:8]2[CH:9]=[CH:10][CH:11]=[CH:12][C:7]=2[C:6](=[O:13])[C:5](=[O:14])[C:4]2[CH:15]=[CH:16][CH:17]=[CH:18][C:3]1=2.[NH3:19]>>[OH:13][C:6]12[NH:19][CH:2]([C:8]3[CH:9]=[CH:10][CH:11]=[CH:12][C:7]=31)[C:3]1[CH:18]=[CH:17][CH:16]=[CH:15][C:4]=1[C:5]2=[O:14]. Reported procedure: 10 g of 5-bromo-10,11-dihydro-[5H]-dibenzo (a,d) cycloheptene-10,11-dione was added to 250 ml of ammonia cooled to -40° C and then stirred for 1 hour at -40° C. The ammonia was distilled off and after adding 100 ml of 5 N hydrochloric acid thereto, the mixture was heated at 60°-65° C for 30 minutes. The mixture was cooled, made alkaline with addition of 110 ml of ammonium hydroxide and extracted with methylene chloride. The organic phase was washed with water, dried over magnesium sulfate and di...